Dataset: the Open Reaction Database (ORD), a public repository of structured organic reaction records. Task: describe an organic reaction: reactants, conditions, products, and yield Starting materials: ClC1=CC=C(C=C1)C=1CCNCC1 (4-(4-chlorophenyl)-1,2,3,6-tetrahydropyridine), [I-].[K+] (potassium iodide), CN(C=O)C (dimethylformamide), ClCCCC1=NOC2=C1C=CC(=C2)F (3-(3-chloropropyl)-6-fluoro-1,2-benzisoxazole), C([O-])(O)=O.[Na+] (sodium bicarbonate). Conditions: temperature 80 celsius, time 1 hour. Product: C(C(=O)O)(=O)O.ClC1=CC=C(C=C1)C=1CCN(CC1)CCCC1=NOC2=C1C=CC(=C2)F (4-(4-Chlorophenyl)-1-[3-(6-fluoro-1,2-benzisoxazol-3-yl)propyl]-1,2,3,6-tetrahydropyridine oxalate). Isolated yield 56.0%. As a reaction SMILES: [Cl:1][C:2]1[CH:7]=[CH:6][C:5]([C:8]2[CH2:9][CH2:10][NH:11][CH2:12][CH:13]=2)=[CH:4][CH:3]=1.Cl[CH2:15][CH2:16][CH2:17][C:18]1[C:22]2[CH:23]=[CH:24][C:25]([F:27])=[CH:26][C:21]=2[O:20][N:19]=1.[C:28](=[O:31])([OH:30])[O-].[Na+].[I-].[K+].CN(C)C=[O:38]>>[C:21]([OH:20])(=[O:38])[C:28]([OH:30])=[O:31].[Cl:1][C:2]1[CH:7]=[CH:6][C:5]([C:8]2[CH2:13][CH2:12][N:11]([CH2:15][CH2:16][CH2:17][C:18]3[C:22]4[CH:23]=[CH:24][C:25]([F:27])=[CH:26][C:21]=4[O:20][N:19]=3)[CH2:10][CH:9]=2)=[CH:4][CH:3]=1 |f:2.3,4.5,7.8|. Procedure details: To 35 ml of dry dimethylformamide was added, 3.7 g of 4-(4-chlorophenyl)-1,2,3,6-tetrahydropyridine, 4.2 g of 3-(3-chloropropyl)-6-fluoro-1,2-benzisoxazole, 10 g of sodium bicarbonate, and a few crystals of potassium iodide. After stirring at 80° C. for one hr, the mixture was cooled, filtered and the filtrate was evaporated to an oil. The oil was stirred with 100 ml of water for five mins and then extracted with ether/ethyl acetate. The organic extract was washed with water (2x), saturated sodi... The reactants are BrC1=CC=C(N)C=C1 (4-bromoaniline), C(C1=CC=CC=C1)(=O)CC(=O)OCC (ethyl benzoylacetate), polyphosphoric acid. Run at temperature 150 celsius, time 3 hour. Yields the product BrC=1C=C2C(C=C(NC2=CC1)C1=CC=CC=C1)=O (6-bromo-2-phenylquinolin-4(1H)-one). Yield: 95.0%. As a reaction SMILES: [Br:1][C:2]1[CH:8]=[CH:7][C:5]([NH2:6])=[CH:4][CH:3]=1.[C:9]([CH2:17][C:18](OCC)=[O:19])(=O)[C:10]1[CH:15]=[CH:14][CH:13]=[CH:12][CH:11]=1>>[Br:1][C:2]1[CH:8]=[C:7]2[C:5](=[CH:4][CH:3]=1)[NH:6][C:9]([C:10]1[CH:15]=[CH:14][CH:13]=[CH:12][CH:11]=1)=[CH:17][C:18]2=[O:19]. Reported procedure: A mixture of 4-bromoaniline (7.0 g, 40.7 mmol), ethyl benzoylacetate (14.09 mL, 81.4 mmol), and polyphosphoric acid (15.95 g, 162.7 mmol) was heated without solvent to 150° C. for 3 h. After 3 h, the reaction was cooled to RT, and the mixture was quenched with 4 N HCl (200 mL), which caused an orange cake to form. This solid was filtered, and to this was added 2N NaOH (200 mL). The majority of the solid did not dissolve, and was filtered off. The solid was washed with water (200 mL) and a mixtur... Reactants: CC(NC(=O)OC(C)(C)C)c1cnc(S(C)(=O)=O)nn1, COc1cc(N)cc(OC)c1OC, C1CCOC1, O, Cc1ccc(S(=O)(=O)O)cc1. Product: COc1cc(Nc2ncc(C(C)NC(=O)OC(C)(C)C)nn2)cc(OC)c1OC. Reaction SMILES: [CH3:1][S:2](=[O:3])(=[O:4])[c:5]1[n:6][n:7][c:8]([CH:11]([CH3:12])[NH:13][C:14]([O:15][C:16]([CH3:17])([CH3:18])[CH3:19])=[O:20])[cH:9][n:10]1.[CH3:21][O:22][c:23]1[cH:24][c:25]([NH2:26])[cH:27][c:28]([O:32][CH3:33])[c:29]1[O:30][CH3:31].[O:46]1[CH2:47][CH2:48][CH2:49][CH2:50]1.[OH2:34].[c:35]1([CH3:36])[cH:37][cH:38][c:39]([S:40]([OH:41])(=[O:42])=[O:43])[cH:44][cH:45]1>>[c:5]1([NH:26][c:25]2[cH:24][c:23]([O:22][CH3:21])[c:29]([O:30][CH3:31])[c:28]([O:32][CH3:33])[cH:27]2)[n:6][n:7][c:8]([CH:11]([CH3:12])[NH:13][C:14]([O:15][C:16]([CH3:17])([CH3:18])[CH3:19])=[O:20])[cH:9][n:10]1. Starting materials: C(CCC)[Li] (n-butyllithium), O1C(OCC1)C=1C=C2CCCS(C2=CC1)(=O)=O (6-(1,3-dioxolan-2-yl)-1,1-dioxothiachroman), C(C1=CC=CC=C1)Br (benzyl bromide). Run in O1CCCC1 (tetrahydrofuran). Reaction conditions: temperature 0 celsius, time 30 minute. Product: C(C1=CC=CC=C1)C1S(C2=CC=C(C=C2CC1)C=O)(=O)=O (2-Benzyl-6-formyl-1,1-dioxothiachroman). Reaction SMILES: O1CC[O:3][CH:2]1[C:6]1[CH:7]=[C:8]2[C:13](=[CH:14][CH:15]=1)[S:12](=[O:17])(=[O:16])[CH2:11][CH2:10][CH2:9]2.C([Li])CCC.[CH2:23](Br)[C:24]1[CH:29]=[CH:28][CH:27]=[CH:26][CH:25]=1>O1CCCC1>[CH2:23]([CH:11]1[CH2:10][CH2:9][C:8]2[C:13](=[CH:14][CH:15]=[C:6]([CH:2]=[O:3])[CH:7]=2)[S:12]1(=[O:16])=[O:17])[C:24]1[CH:29]=[CH:28][CH:27]=[CH:26][CH:25]=1. Procedure: A solution of 254 mg (1.0 mmole) 6-(1,3-dioxolan-2-yl)-1,1-dioxothiachroman in 10 ml tetrahydrofuran was cooled to 0° C. and 1.15 mmole of 2.3M n-butyllithium was added dropwise. The resulting red solution was stirred for 30 minutes at 0° C., 137 microliters (1.15 mmole) benzyl bromide was added and stirring continued at 0° C. for one hour, then at room temperature for two hours. The reaction was quenched by addition of citric acid. The mixture was taken up in ethyl ether, washed with brine, dri...